This data is from the Open Reaction Database (ORD), a public repository of structured organic reaction records. The task is: describe an organic reaction: reactants, conditions, products, and yield As a reaction SMILES: [CH3:1][c:2]1[n:3][nH:4][c:5]([C:7]([F:8])([F:9])[F:10])[cH:6]1.[CH3:25][N:26]([CH3:27])[CH:28]=[O:29].[Cl:13][CH2:14][C:15](=[O:16])[N:17]1[CH2:18][CH2:19][CH:20]([C:23]#[N:24])[CH2:21][CH2:22]1.[K+:12].[OH-:11].[OH2:30]>>[CH3:1][c:2]1[n:3]([CH2:14][C:15](=[O:16])[N:17]2[CH2:18][CH2:19][CH:20]([C:23]#[N:24])[CH2:21][CH2:22]2)[n:4][c:5]([C:7]([F:8])([F:9])[F:10])[cH:6]1. Yields the product Cc1cc(C(F)(F)F)nn1CC(=O)N1CCC(C#N)CC1. Reactants: Cc1cc(C(F)(F)F)[nH]n1, CN(C)C=O, N#CC1CCN(C(=O)CCl)CC1, [K+], [OH-], O. Reactants: N#Cc1ncccc1F, CCO, Cl. The product is NCc1ncccc1F. As a reaction SMILES: [C:1](#[N:2])[c:3]1[n:4][cH:5][cH:6][cH:7][c:8]1[F:9].[CH3:11][CH2:12][OH:13].[ClH:10]>>[CH2:1]([NH2:2])[c:3]1[n:4][cH:5][cH:6][cH:7][c:8]1[F:9]. Reactants: CO, CCOC(C)=O, [Cl-], Cl, COC(=O)c1ccc(OC(F)F)cn1, [Na+], [Na+], [OH-]. Yields the product O=C(O)c1ccc(OC(F)F)cn1. RXN SMILES: [CH3:20][OH:21].[CH3:22][CH2:23][O:24][C:25](=[O:26])[CH3:27].[Cl-:19].[ClH:17].[F:3][CH:4]([O:5][c:6]1[cH:7][cH:8][c:9]([C:12](=[O:13])[O:14][CH3:15])[n:10][cH:11]1)[F:16].[Na+:18].[Na+:2].[OH-:1]>>[F:3][CH:4]([O:5][c:6]1[cH:7][cH:8][c:9]([C:12](=[O:13])[OH:14])[n:10][cH:11]1)[F:16]. The reactants are BrC=1C=C2CCC(C2=CC1)=O (5-Bromo-indan-1-one), C(CCC)ON=O (n-butylnitrite). Yields the product BrC=1C=C2CC(C(C2=CC1)=O)=NO (5-Bromo-indan-1,2-dione 2-oxime). RXN SMILES: [Br:1][C:2]1[CH:3]=[C:4]2[C:8](=[CH:9][CH:10]=1)[C:7](=[O:11])[CH2:6][CH2:5]2.C([O:16][N:17]=O)CCC>>[Br:1][C:2]1[CH:3]=[C:4]2[C:8](=[CH:9][CH:10]=1)[C:7](=[O:11])[C:6](=[N:17][OH:16])[CH2:5]2. Procedure details: Similar procedure as described in example 9B was used, starting from 5-Bromo-indan-1-one and n-butylnitrite to give 5-Bromo-indan-1,2-dione 2-oxime. LC-MS: m/e 240 (MH+). As a reaction SMILES: [CH3:15][C:16](=[O:17])[OH:18].[CH3:1][c:2]1[c:3]([CH:4]=[O:5])[c:6]([CH3:10])[cH:7][cH:8][cH:9]1.[OH:11][N+:12]([O-:13])=[O:14]>>[CH3:1][c:2]1[c:3]([CH:4]=[O:5])[c:6]([CH3:10])[cH:7][cH:8][c:9]1[N+:12](=[O:11])[O-:13]. The reactants are CC(=O)O, Cc1cccc(C)c1C=O, O=[N+]([O-])O. Product: Cc1ccc([N+](=O)[O-])c(C)c1C=O.